Dataset: the Open Reaction Database (ORD), a public repository of structured organic reaction records. Task: describe an organic reaction: reactants, conditions, products, and yield Starting materials: O=C([O-])[O-], C1COCCO1, COC(=O)c1cc(F)cnc1Cl, [K+], [K+]. Yields the product COC(=O)c1cc(F)cnc1C. RXN SMILES: [C:13](=[O:14])([O-:15])[O-:16].[CH2:19]1[O:20][CH2:21][CH2:22][O:23][CH2:24]1.[Cl:1][c:2]1[c:3]([C:4](=[O:5])[O:6][CH3:7])[cH:8][c:9]([F:12])[cH:10][n:11]1.[K+:17].[K+:18]>>[c:2]1([CH3:13])[c:3]([C:4](=[O:5])[O:6][CH3:7])[cH:8][c:9]([F:12])[cH:10][n:11]1. The reactants are CCO, Nc1c(OCCNCCCc2c[nH]c3ccccc23)cccc1[N+](=O)[O-]. The product is Nc1cccc(OCCNCCCc2c[nH]c3ccccc23)c1N. RXN SMILES: [CH3:27][CH2:28][OH:29].[nH:1]1[cH:2][c:3]([CH2:10][CH2:11][CH2:12][NH:13][CH2:14][CH2:15][O:16][c:17]2[c:18]([NH2:26])[c:19]([N+:23]([O-:24])=[O:25])[cH:20][cH:21][cH:22]2)[c:4]2[cH:5][cH:6][cH:7][cH:8][c:9]12>>[nH:1]1[cH:2][c:3]([CH2:10][CH2:11][CH2:12][NH:13][CH2:14][CH2:15][O:16][c:17]2[c:18]([NH2:26])[c:19]([NH2:23])[cH:20][cH:21][cH:22]2)[c:4]2[cH:5][cH:6][cH:7][cH:8][c:9]12. The reactants are [Si](C)(C)(C(C)(C)C)O[C@H](C)[C@@H]1[C@@H]2N(C(=C([C@@H]2C)S(=O)CCNC(=O)OCC2=CC=C(C=C2)[N+](=O)[O-])C(=O)OCC2=CC=C(C=C2)[N+](=O)[O-])C1=O (4-nitrobenzyl (1R,5S,6S)-6-[1(R)-t-butyldimethylsilyloxyethyl]-1-methyl-2-[2-(4-nitrobenzyloxycarbonyl)aminoethylsulfinyl)-1-carbapen-2-em-3-carboxylate), CN(C(=O)[C@H]1N(C[C@H](C1)S)C(=O)OCC1=CC=C(C=C1)[N+](=O)[O-])C ((2S,4S)-dimethylcarbamoyl-1-(4-nitrobenzyloxycarbonyl)-4-mercaptopyrrolidine). Yields the product CN(C(=O)[C@H]1N(C[C@H](C1)SC=1[C@@H]([C@H]2N(C1C(=O)OCC1=CC=C(C=C1)[N+](=O)[O-])C([C@@H]2[C@@H](C)O[Si](C)(C)C(C)(C)C)=O)C)C(=O)OCC2=CC=C(C=C2)[N+](=O)[O-])C (4-Nitrobenzyl (1R,5S,6S)-2-[(2S,4S)-2-dimethylcarbamoyl-1-(4-nitrobenzyloxycarbonyl)-4-pyrrolidinylthio]-1-methyl-6-[1(R)-t-butyldimethylsilyloxyethyl]-1-carbapen-2-em-3-carboxylate). Isolated yield 83.0%. Reaction SMILES: [Si:1]([O:8][C@@H:9]([C@H:11]1[C:49](=[O:50])[N:13]2[C:14]([C:36]([O:38][CH2:39][C:40]3[CH:45]=[CH:44][C:43]([N+:46]([O-:48])=[O:47])=[CH:42][CH:41]=3)=[O:37])=[C:15]([S:18]([CH2:20][CH2:21][NH:22][C:23]([O:25][CH2:26][C:27]3[CH:32]=[CH:31][C:30]([N+:33]([O-:35])=[O:34])=[CH:29][CH:28]=3)=[O:24])=O)[C@H:16]([CH3:17])[C@H:12]12)[CH3:10])([C:4]([CH3:7])([CH3:6])[CH3:5])([CH3:3])[CH3:2].[CH3:51][N:52]([CH3:74])[C:53]([C@@H:55]1[CH2:59][C@H](S)CN1C(OCC1C=CC([N+]([O-])=O)=CC=1)=O)=[O:54]>>[CH3:51][N:52]([CH3:74])[C:53]([C@@H:55]1[CH2:59][C@H:20]([S:18][C:15]2[C@H:16]([CH3:17])[C@@H:12]3[C@@H:11]([C@H:9]([O:8][Si:1]([C:4]([CH3:5])([CH3:6])[CH3:7])([CH3:3])[CH3:2])[CH3:10])[C:49](=[O:50])[N:13]3[C:14]=2[C:36]([O:38][CH2:39][C:40]2[CH:45]=[CH:44][C:43]([N+:46]([O-:48])=[O:47])=[CH:42][CH:41]=2)=[O:37])[CH2:21][N:22]1[C:23]([O:25][CH2:26][C:27]1[CH:32]=[CH:31][C:30]([N+:33]([O-:35])=[O:34])=[CH:29][CH:28]=1)=[O:24])=[O:54]. Procedure: Following a procedure similar to that described in Example 18, but using 101 mg of 4-nitrobenzyl (1R,5S,6S)-6-[1(R)-t-butyldimethylsilyloxyethyl]-1-methyl-2-[2-(4-nitrobenzyloxycarbonyl)aminoethylsulfinyl)-1-carbapen-2-em-3-carboxylate (prepared as described in Preparation 48) and 61 mg of (2S,4S)-dimethylcarbamoyl-1-(4-nitrobenzyloxycarbonyl)-4-mercaptopyrrolidine, the title compound was obtained in a yield of 83%. The reactants are [BH3-]C#N.[Na+] (NaBH3CN), C(C)(C)(C)OC(=O)NC1=C(C(=O)NCC(=O)NCC2CCNCC2)C=C(C(=C1)F)F (4-[[N-(2-(tert-butoxycarbonylamino)-4,5-difluorobenzoyl)glycyl]aminomethyl]piperidine), C(C)OC=1C=C(C=O)C=CC1OCC (3,4-diethoxybenzaldehyde), CO (methanol). The solvent is C(C)(=O)O (acetic acid). Reaction conditions: temperature 50 celsius, time 8 hour. The product is NC1=C(C(=O)NCC(=O)NCC2CCN(CC2)CC2=CC(=C(C=C2)OCC)OCC)C=C(C(=C1)F)F (4-[[N-(2-amino-4,5-difluorobenzoyl)glycyl]aminomethyl]-1-(3,4-diethoxybenzyl)-piperidine). Reaction SMILES: [BH3-]C#N.[Na+].C(OC([NH:12][C:13]1[CH:32]=[C:31]([F:33])[C:30]([F:34])=[CH:29][C:14]=1[C:15]([NH:17][CH2:18][C:19]([NH:21][CH2:22][CH:23]1[CH2:28][CH2:27][NH:26][CH2:25][CH2:24]1)=[O:20])=[O:16])=O)(C)(C)C.[CH2:35]([O:37][C:38]1[CH:39]=[C:40]([CH:43]=[CH:44][C:45]=1[O:46][CH2:47][CH3:48])[CH:41]=O)[CH3:36].CO>C(O)(=O)C>[NH2:12][C:13]1[CH:32]=[C:31]([F:33])[C:30]([F:34])=[CH:29][C:14]=1[C:15]([NH:17][CH2:18][C:19]([NH:21][CH2:22][CH:23]1[CH2:24][CH2:25][N:26]([CH2:41][C:40]2[CH:43]=[CH:44][C:45]([O:46][CH2:47][CH3:48])=[C:38]([O:37][CH2:35][CH3:36])[CH:39]=2)[CH2:27][CH2:28]1)=[O:20])=[O:16] |f:0.1|. Procedure: NaBH3CN (0.25 mmol) was added to a mixture of 4-[[N-(2-(tert-butoxycarbonylamino)-4,5-difluorobenzoyl)glycyl]aminomethyl]piperidine (0.050 mmol) with 3,4-diethoxybenzaldehyde (0.15 mol), methanol (1.2 mL) and acetic acid (0.050 mL), and the obtained mixture was stirred at 50° C. overnight, cooled to room temperature, loaded onto a Varian™ SCX column and washed with methanol (5 mL×2). The obtained product was eluted with a 2 M methanol solution of NH3 (5 mL) and concentrated. Dichloromethane (2 m... The reactants are CCOc1cc(Cl)nc2ccccc12, Cl, NCCCOc1cccc(CN2CCCCC2)c1, [Na+], O=C([O-])O, O. The product is CCOc1cc(NCCCOc2cccc(CN3CCCCC3)c2)nc2ccccc12. Reaction SMILES: [Cl:19][c:20]1[n:21][c:22]2[cH:23][cH:24][cH:25][cH:26][c:27]2[c:28]([O:30][CH2:31][CH3:32])[cH:29]1.[ClH:38].[N:1]1([CH2:7][c:8]2[cH:9][c:10]([O:11][CH2:12][CH2:13][CH2:14][NH2:15])[cH:16][cH:17][cH:18]2)[CH2:2][CH2:3][CH2:4][CH2:5][CH2:6]1.[Na+:37].[O-:33][C:34]([OH:35])=[O:36].[OH2:39]>>[N:1]1([CH2:7][c:8]2[cH:9][c:10]([O:11][CH2:12][CH2:13][CH2:14][NH:15][c:20]3[n:21][c:22]4[cH:23][cH:24][cH:25][cH:26][c:27]4[c:28]([O:30][CH2:31][CH3:32])[cH:29]3)[cH:16][cH:17][cH:18]2)[CH2:2][CH2:3][CH2:4][CH2:5][CH2:6]1. Starting materials: CC(C)(C)OC(=O)N1CCC(C=O)CC1, Cc1ccc(NC(=O)c2cc(Cl)ccc2NCC2CCNCC2)nc1, Cc1ccc(NC(=O)c2cc(Cl)ccc2N)nc1. Product: Cc1ccc(NC(=O)c2cc(Cl)ccc2NCC2CCN(C(C)C)CC2)nc1. As a reaction SMILES: [C:26]([N:27]1[CH2:28][CH2:32][CH:33]([CH:34]=[O:35])[CH2:36][CH2:37]1)([O:38][C:29]([CH3:30])([CH3:31])[CH3:39])=[O:40].[Cl:1][c:2]1[cH:3][cH:4][c:5]([NH:18][CH2:19][CH:20]2[CH2:21][CH2:22][NH:23][CH2:24][CH2:25]2)[c:6]([C:7](=[O:8])[NH:9][c:10]2[n:11][cH:12][c:13]([CH3:16])[cH:14][cH:15]2)[cH:17]1.[NH2:41][c:42]1[cH:43][cH:44][c:45]([Cl:46])[cH:47][c:48]1[C:49]([NH:50][c:51]1[cH:52][cH:53][c:54]([CH3:55])[cH:56][n:57]1)=[O:58]>>[Cl:1][c:2]1[cH:3][cH:4][c:5]([NH:18][CH2:19][CH:20]2[CH2:21][CH2:22][N:23]([CH:29]([CH3:30])[CH3:31])[CH2:24][CH2:25]2)[c:6]([C:7](=[O:8])[NH:9][c:10]2[n:11][cH:12][c:13]([CH3:16])[cH:14][cH:15]2)[cH:17]1. Reactants: C(C1=CC=CC=C1)N(C)CC1CNC(C=2C=3C1=CNC3C=CC2)=O (3-(N-benzyl-N-methylaminomethyl)-3,4,5,6-tetrahydro-6-oxo-1H-azepino[5,4,3-cd]indole), [H][H] (hydrogen). Reagents/catalysts: [Pd] (palladium/carbon). The solvent is CO (methanol). Yields the product CNCC1CNC(C=2C=3C1=CNC3C=CC2)=O (3-methylaminomethyl-3,4,5,6-tetrahydro-6-oxo-1H-azepino[5,4,3-cd]indole). Isolated yield 52.7%. As a reaction SMILES: [CH2:1]([N:8]([CH2:10][CH:11]1[C:17]2=[CH:18][NH:19][C:20]3[CH:21]=[CH:22][CH:23]=[C:15]([C:16]=32)[C:14](=[O:24])[NH:13][CH2:12]1)C)C1C=CC=CC=1.[H][H]>CO.[Pd]>[CH3:1][NH:8][CH2:10][CH:11]1[C:17]2=[CH:18][NH:19][C:20]3[CH:21]=[CH:22][CH:23]=[C:15]([C:16]=32)[C:14](=[O:24])[NH:13][CH2:12]1. Procedure details: 2.38 g of 3-(N-benzyl-N-methylaminomethyl)-3,4,5,6-tetrahydro-6-oxo-1H-azepino[5,4,3-cd]indole (see Example 3 for preparation) were dissolved in 150 ml of methanol. A spatula tip of a palladium/carbon catalyst (10%) was added to the solution under a stream of nitrogen. The mixture was subsequently hydrogenated in an autoclave under a hydrogen pressure of 3.5 bar at a temperature of 50° C. while stirring. After 3 hours the hydrogen was discharged, the reaction mixture was flushed with nitrogen an...